From a dataset of the Open Reaction Database (ORD), a public repository of structured organic reaction records. describe an organic reaction: reactants, conditions, products, and yield Reactants: COCCn1cc(Br)sc1=NC(=O)C12CC3CC(CC(C3)C1)C2, O=C([O-])[O-], COCCOC, [Na+], [Na+], Cl[Pd]Cl, c1ccc(P(c2ccccc2)c2ccccc2)cc1, c1ccc(P(c2ccccc2)c2ccccc2)cc1, OB(O)c1c[nH]c2ccccc12. Yields the product COCCn1cc(-c2c[nH]c3ccccc23)sc1=NC(=O)C12CC3CC(CC(C3)C1)C2. As a reaction SMILES: [Br:1][c:2]1[cH:3][n:4]([CH2:20][CH2:21][O:22][CH3:23])[c:5](=[N:7][C:8](=[O:9])[C:10]23[CH2:11][CH:12]4[CH2:13][CH:14]([CH2:15][CH:16]([CH2:17]2)[CH2:18]4)[CH2:19]3)[s:6]1.[C:36](=[O:37])([O-:38])[O-:39].[CH3:42][O:43][CH2:44][CH2:45][O:46][CH3:47].[Na+:40].[Na+:41].[Pd:48]([Cl:49])[Cl:50].[c:51]1([P:52]([c:53]2[cH:54][cH:55][cH:56][cH:57][cH:58]2)[c:59]2[cH:60][cH:61][cH:62][cH:63][cH:64]2)[cH:65][cH:66][cH:67][cH:68][cH:69]1.[c:70]1([P:71]([c:72]2[cH:73][cH:74][cH:75][cH:76][cH:77]2)[c:78]2[cH:79][cH:80][cH:81][cH:82][cH:83]2)[cH:84][cH:85][cH:86][cH:87][cH:88]1.[nH:24]1[cH:25][c:26]([B:33]([OH:34])[OH:35])[c:27]2[cH:28][cH:29][cH:30][cH:31][c:32]12>>[c:2]1(-[c:26]2[cH:25][nH:24][c:32]3[c:27]2[cH:28][cH:29][cH:30][cH:31]3)[cH:3][n:4]([CH2:20][CH2:21][O:22][CH3:23])[c:5](=[N:7][C:8](=[O:9])[C:10]23[CH2:11][CH:12]4[CH2:13][CH:14]([CH2:15][CH:16]([CH2:17]2)[CH2:18]4)[CH2:19]3)[s:6]1. Starting materials: Cl.Cl.FC1=C(C=C(C=C1)C=1N=C(N(C1)C)C1CCNCC1)C(F)(F)F (4-[4-(4-fluoro-3-trifluoromethyl-phenyl)-1-methyl-1H-imidazol-2-yl]-piperidine dihydrochloride salt), ClC1=NC=NC(=C1C(C)=O)Cl (1-(4,6-dichloro-pyrimidin-5-yl)-ethanone), TEA, C(C)(C)O (isopropyl alcohol), O.NN (hydrazine hydrate). Run in C(Cl)Cl (DCM), CO (MeOH), C(Cl)Cl (DCM), CO (MeOH). Run at temperature 0 celsius, time 45 minute. The product is FC1=C(C=C(C=C1)C=1N=C(N(C1)C)C1CCN(CC1)C1=C2C(=NC=N1)NN=C2C)C(F)(F)F (4-(4-(4-(4-fluoro-3-(trifluoromethyl)phenyl)-1-methyl-1H-imidazol-2-yl)piperidin-1-yl)-3-methyl-1H-pyrazolo[3,4-d]pyrimidine). Yield: 50.3%. Reaction SMILES: Cl.Cl.[F:3][C:4]1[CH:9]=[CH:8][C:7]([C:10]2[N:11]=[C:12]([CH:16]3[CH2:21][CH2:20][NH:19][CH2:18][CH2:17]3)[N:13]([CH3:15])[CH:14]=2)=[CH:6][C:5]=1[C:22]([F:25])([F:24])[F:23].Cl[C:27]1[C:32]([C:33](=O)[CH3:34])=[C:31](Cl)[N:30]=[CH:29][N:28]=1.C(O)(C)C.O.[NH2:42][NH2:43]>C(Cl)Cl.CO>[F:3][C:4]1[CH:9]=[CH:8][C:7]([C:10]2[N:11]=[C:12]([CH:16]3[CH2:21][CH2:20][N:19]([C:31]4[N:30]=[CH:29][N:28]=[C:27]5[NH:42][N:43]=[C:33]([CH3:34])[C:32]=45)[CH2:18][CH2:17]3)[N:13]([CH3:15])[CH:14]=2)=[CH:6][C:5]=1[C:22]([F:23])([F:24])[F:25] |f:0.1.2,5.6|. Reported procedure: In a microwave vial charge 4-[4-(4-fluoro-3-trifluoromethyl-phenyl)-1-methyl-1H-imidazol-2-yl]-piperidine dihydrochloride salt (0.5 g, 1.0 eq), 1-(4,6-dichloro-pyrimidin-5-yl)-ethanone (0.22 g, 1.0 eq), TEA (1.2 mL, 8.0 eq) and isopropyl alcohol (5 mL). Stirr the reaction mass at 80° C. for 45 min in microwave. Monitor the reaction by TLC (10% MeOH in DCM). Cool the reaction mass to 0° C. and add hydrazine hydrate (0.07 mL, 1.2 eq). Slowly bring the reaction mass to RT. Stirr the reaction mass a...